From a dataset of the Open Reaction Database (ORD), a public repository of structured organic reaction records. describe an organic reaction: reactants, conditions, products, and yield The reactants are CCC(C(=O)OC(C)(C)C)n1c(=O)n(S(=O)(=O)c2ccc(OC)cc2)c2ccc(C#N)cc21, ClCCl, O=C(O)C(F)(F)F. The product is CCC(C(=O)O)n1c(=O)n(S(=O)(=O)c2ccc(OC)cc2)c2ccc(C#N)cc21. RXN SMILES: [C:1]([CH3:2])([CH3:3])([CH3:4])[O:5][C:6]([CH:7]([CH2:8][CH3:9])[n:10]1[c:11](=[O:32])[n:12]([S:21](=[O:22])(=[O:23])[c:24]2[cH:25][cH:26][c:27]([O:30][CH3:31])[cH:28][cH:29]2)[c:13]2[c:14]1[cH:15][c:16]([C:19]#[N:20])[cH:17][cH:18]2)=[O:33].[Cl:41][CH2:42][Cl:43].[OH:34][C:35]([C:36]([F:37])([F:38])[F:39])=[O:40]>>[O:5]=[C:6]([CH:7]([CH2:8][CH3:9])[n:10]1[c:11](=[O:32])[n:12]([S:21](=[O:22])(=[O:23])[c:24]2[cH:25][cH:26][c:27]([O:30][CH3:31])[cH:28][cH:29]2)[c:13]2[c:14]1[cH:15][c:16]([C:19]#[N:20])[cH:17][cH:18]2)[OH:33]. Starting materials: CCOC(C)=O, COC(=O)c1cccc(C)n1, CC(=O)O, CC[O-], Cc1ccccc1, [Na+]. Yields the product CCOC(=O)CC(=O)c1cccc(C)n1. As a reaction SMILES: [CH3:12][CH2:13][O:14][C:15]([CH3:16])=[O:17].[CH3:18][O:19][C:20](=[O:21])[c:22]1[n:23][c:24]([CH3:28])[cH:25][cH:26][cH:27]1.[CH3:29][C:30](=[O:31])[OH:32].[CH3:2][CH2:3][O-:4].[CH3:5][c:6]1[cH:7][cH:8][cH:9][cH:10][cH:11]1.[Na+:1]>>[CH3:12][CH2:13][O:14][C:15]([CH2:16][C:20](=[O:19])[c:22]1[n:23][c:24]([CH3:28])[cH:25][cH:26][cH:27]1)=[O:17]. Starting materials: CO, Fc1ncccc1-c1ccc(Cl)cc1, ClCCl, [Cs+], [F-], SC(c1ccccc1)C1CN(Cc2ccccc2)CCO1. Yields the product Clc1ccc(-c2cccnc2SC(c2ccccc2)C2CN(Cc3ccccc3)CCO2)cc1. As a reaction SMILES: [CH3:38][OH:39].[Cl:22][c:23]1[cH:24][cH:25][c:26](-[c:29]2[c:30]([F:35])[n:31][cH:32][cH:33][cH:34]2)[cH:27][cH:28]1.[Cl:40][CH2:41][Cl:42].[Cs+:37].[F-:36].[c:1]1([CH:7]([SH:8])[CH:9]2[O:10][CH2:11][CH2:12][N:13]([CH2:15][c:16]3[cH:17][cH:18][cH:19][cH:20][cH:21]3)[CH2:14]2)[cH:2][cH:3][cH:4][cH:5][cH:6]1>>[c:1]1([CH:7]([S:8][c:30]2[c:29](-[c:26]3[cH:25][cH:24][c:23]([Cl:22])[cH:28][cH:27]3)[cH:34][cH:33][cH:32][n:31]2)[CH:9]2[O:10][CH2:11][CH2:12][N:13]([CH2:15][c:16]3[cH:17][cH:18][cH:19][cH:20][cH:21]3)[CH2:14]2)[cH:2][cH:3][cH:4][cH:5][cH:6]1. Reactants: O=C([O-])O, CN1CCCC1=O, Cc1cc(Cl)nc(-c2ccccc2C(F)(F)F)n1, Nc1n[nH]c2ccc(F)cc12, [Na+], O. Product: Cc1cc(Nc2n[nH]c3ccc(F)cc23)nc(-c2ccccc2C(F)(F)F)n1. Reaction SMILES: [C:31](=[O:32])([OH:33])[O-:34].[CH3:36][N:37]1[CH2:38][CH2:39][CH2:40][C:41]1=[O:42].[Cl:1][c:2]1[n:3][c:4](-[c:9]2[c:10]([C:15]([F:16])([F:17])[F:18])[cH:11][cH:12][cH:13][cH:14]2)[n:5][c:6]([CH3:8])[cH:7]1.[F:19][c:20]1[cH:21][c:22]2[c:23]([NH2:29])[n:24][nH:25][c:26]2[cH:27][cH:28]1.[Na+:35].[OH2:30]>>[c:2]1([NH:29][c:23]2[c:22]3[cH:21][c:20]([F:19])[cH:28][cH:27][c:26]3[nH:25][n:24]2)[n:3][c:4](-[c:9]2[c:10]([C:15]([F:16])([F:17])[F:18])[cH:11][cH:12][cH:13][cH:14]2)[n:5][c:6]([CH3:8])[cH:7]1. The reactants are CS(=O)(=O)N (methanesulfonamide), C1(CC1)S(=O)(=O)N (cyclopropanesulfonamide), C(#N)C1(C2CC3CC(CC1C3)C2)COC2=CC(=C(C(=O)O)C=C2C2CC2)F (4-((2-cyanoadamantan-2-yl)methoxy)-5-cyclopropyl-2-fluorobenzoic acid), C12CC(CCC2C1)COC1=CC(=C(C(=O)O)C=C1C1CC1)F (4-(bicyclo[4.1.0]heptan-3-ylmethoxy)-5-cyclopropyl-2-fluorobenzoic acid). The product is C12CC(CCC2C1)COC1=CC(=C(C(=O)NS(=O)(=O)C2CC2)C=C1C1CC1)F (4-(bicyclo[4.1.0]heptan-3-ylmethoxy)-5-cyclopropyl-N-(cyclopropylsulfonyl)-2-fluorobenzamide), solid. Yield: 21.0%. As a reaction SMILES: C(C1(COC2C(C3CC3)=CC(C(O)=O)=C(F)C=2)C2CC3CC(CC1C3)C2)#N.[CH:28]12[CH2:34][CH:33]1[CH2:32][CH2:31][CH:30]([CH2:35][O:36][C:37]1[C:45]([CH:46]3[CH2:48][CH2:47]3)=[CH:44][C:40]([C:41](O)=[O:42])=[C:39]([F:49])[CH:38]=1)[CH2:29]2.CS(N)(=O)=O.[CH:55]1([S:58]([NH2:61])(=[O:60])=[O:59])[CH2:57][CH2:56]1>>[CH:28]12[CH2:34][CH:33]1[CH2:32][CH2:31][CH:30]([CH2:35][O:36][C:37]1[C:45]([CH:46]3[CH2:48][CH2:47]3)=[CH:44][C:40]([C:41]([NH:61][S:58]([CH:55]3[CH2:57][CH2:56]3)(=[O:60])=[O:59])=[O:42])=[C:39]([F:49])[CH:38]=1)[CH2:29]2. Procedure details: Following the procedure as described in Example 332 Step 7 and making non-critical variations to replace 4-((2-cyanoadamantan-2-yl)methoxy)-5-cyclopropyl-2-fluorobenzoic acid with 4-(bicyclo[4.1.0]heptan-3-ylmethoxy)-5-cyclopropyl-2-fluorobenzoic acid and making variations as required to replace methanesulfonamide with cyclopropanesulfonamide, the title compound was obtained as a solid (0.043 g, 21%): 1H NMR (300 MHz, CDCl3) δ8.69 (d, J=16.4 Hz, 1H), 7.58 (d, J=9.1 Hz, 1H), 6.59 (d, J=14.5 Hz, 1... The reactants are C(C)OC(=O)C1(CC1)C1=CC=C(C=C1)C1=CC=C(C=C1)C1=C(C(=NO1)C)CO (1-[4′-(4-hydroxymethyl-3-methyl-isoxazol-5-yl)-biphenyl-4-yl]-cyclopropanecarboxylic acid ethyl ester), BrC(C)C1=CC=CC=C1 ((1-bromo-ethyl)-benzene). Yields the product CC1=NOC(=C1COC(C)C1=CC=CC=C1)C1=CC=C(C=C1)C1=CC=C(C=C1)C1(CC1)C(=O)O (1-{4′-[3-Methyl-4-(1-phenyl-ethoxymethyl)-isoxazol-5-yl]-biphenyl-4-yl}-cyclopropanecarboxylic acid). RXN SMILES: C([O:3][C:4]([C:6]1([C:9]2[CH:14]=[CH:13][C:12]([C:15]3[CH:20]=[CH:19][C:18]([C:21]4[O:25][N:24]=[C:23]([CH3:26])[C:22]=4[CH2:27][OH:28])=[CH:17][CH:16]=3)=[CH:11][CH:10]=2)[CH2:8][CH2:7]1)=[O:5])C.Br[CH:30]([C:32]1[CH:37]=[CH:36][CH:35]=[CH:34][CH:33]=1)[CH3:31]>>[CH3:26][C:23]1[C:22]([CH2:27][O:28][CH:30]([C:32]2[CH:37]=[CH:36][CH:35]=[CH:34][CH:33]=2)[CH3:31])=[C:21]([C:18]2[CH:19]=[CH:20][C:15]([C:12]3[CH:11]=[CH:10][C:9]([C:6]4([C:4]([OH:3])=[O:5])[CH2:8][CH2:7]4)=[CH:14][CH:13]=3)=[CH:16][CH:17]=2)[O:25][N:24]=1. Procedure details: Prepared according to the procedure described in Example 45, Step 2, using 1-[4′-(4-hydroxymethyl-3-methyl-isoxazol-5-yl)-biphenyl-4-yl]-cyclopropanecarboxylic acid ethyl ester and (1-bromo-ethyl)-benzene. Starting materials: COC=1C=C(C=CC1OC)C=C1OC2=C(C1=O)C=CC(=C2)O (2-[(3,4-dimethoxyphenyl)methylene]-6-hydroxy-3(2H)-benzofuranone), C([O-])([O-])=O.[K+].[K+] (potassium carbonate), CN(C=O)C (dimethylformamide), BrC(C)C (2-bromopropane). The solvent is C(C)(=O)OCC (ethyl acetate), O (water), CCCCCC (hexane). Reaction conditions: time 4 hour. Product: COC=1C=C(C=CC1OC)C=C1OC2=C(C1=O)C=CC(=C2)OC(C)C (2-[(3,4-dimethoxyphenyl)methylene]-6-isopropyloxy-3(2H)-benzofuranone). Yield: 109.1%. Reaction SMILES: [CH3:1][O:2][C:3]1[CH:4]=[C:5]([CH:11]=[C:12]2[C:16](=[O:17])[C:15]3[CH:18]=[CH:19][C:20]([OH:22])=[CH:21][C:14]=3[O:13]2)[CH:6]=[CH:7][C:8]=1[O:9][CH3:10].C(=O)([O-])[O-].[K+].[K+].CN(C)C=O.Br[CH:35]([CH3:37])[CH3:36]>C(OCC)(=O)C.CCCCCC.O>[CH3:1][O:2][C:3]1[CH:4]=[C:5]([CH:11]=[C:12]2[C:16](=[O:17])[C:15]3[CH:18]=[CH:19][C:20]([O:22][CH:35]([CH3:37])[CH3:36])=[CH:21][C:14]=3[O:13]2)[CH:6]=[CH:7][C:8]=1[O:9][CH3:10] |f:1.2.3|. Reported procedure: To a solution of 2-[(3,4-dimethoxyphenyl)methylene]-6-hydroxy-3(2H)-benzofuranone 0.5 g, potassium carbonate 0.58 g and dimethylformamide 5 ml, 2-bromopropane 0.306 g was added. After the mixture was refluxed for 2.5 hours, water 50 ml was added. The resulting compound was extracted with ethyl acetate 30 ml twice. The ethyl acetate solution was washed with a saturated sodium chloride solution 50 ml twice, dehydrated with anhydrous magnesium sulfate and concentrated under reduced pressure. The re...